This data is from the Open Reaction Database (ORD), a public repository of structured organic reaction records. The task is: describe an organic reaction: reactants, conditions, products, and yield Product: O=C(c1cccs1)C1CCCC1. As a reaction SMILES: [CH:1]1([C:6](=[O:7])[OH:8])[CH2:2][CH2:3][CH2:4][CH2:5]1.[cH:9]1[cH:10][cH:11][s:12][cH:13]1>>[CH:1]1([C:6](=[O:8])[c:11]2[cH:10][cH:9][cH:13][s:12]2)[CH2:2][CH2:3][CH2:4][CH2:5]1. Reactants: O=C(O)C1CCCC1, c1ccsc1. The reactants are BrC=1C=NC=C(C1)COCCCS(=O)(=O)C (3-Bromo-5-(3-methanesulfonyl-propoxymethyl)-pyridine), C(=O)([O-])[O-].[Na+].[Na+] (Na2CO3), O1CCOCC1.CC1(OB(OC1(C)C)C=1C=C2CCCN(C2=NC1)C(=O)N)C (6-(4,4,5,5-tetramethyl-[1,3,2]dioxaborolan-2-yl)-3,4-dihydro-2H-[1,8]naphthyridine-1-carboxylic acid amide 1,4-dioxane), CCOC(=O)C (EtOAc), PdCl2dppf. The solvent is O (water). The product is CS(=O)(=O)CCCOCC=1C=C(C=NC1)C=1C=C2CCCN(C2=NC1)C(=O)N (6-[5-(3-Methanesulfonyl-propoxymethyl)-pyridin-3-yl]-3,4-dihydro-2H-[1,8]naphthyridine-1-carboxylic acid amide). The yield is 51.9%. RXN SMILES: Br[C:2]1[CH:3]=[N:4][CH:5]=[C:6]([CH2:8][O:9][CH2:10][CH2:11][CH2:12][S:13]([CH3:16])(=[O:15])=[O:14])[CH:7]=1.C([O-])([O-])=O.[Na+].[Na+].O1CCOCC1.CC1(C)C(C)(C)OB([C:37]2[CH:38]=[C:39]3[C:44](=[N:45][CH:46]=2)[N:43]([C:47]([NH2:49])=[O:48])[CH2:42][CH2:41][CH2:40]3)O1.CCOC(C)=O>O>[CH3:16][S:13]([CH2:12][CH2:11][CH2:10][O:9][CH2:8][C:6]1[CH:7]=[C:2]([C:37]2[CH:38]=[C:39]3[C:44](=[N:45][CH:46]=2)[N:43]([C:47]([NH2:49])=[O:48])[CH2:42][CH2:41][CH2:40]3)[CH:3]=[N:4][CH:5]=1)(=[O:15])=[O:14] |f:1.2.3,4.5|. Procedure: 3-Bromo-5-(3-methanesulfonyl-propoxymethyl)-pyridine (61 mg, 0.20 mmol) and 2.0 M Na2CO3 aqueous solution (0.20 mL, 0.40 mmol) are added into the crude 6-(4,4,5,5-tetramethyl-[1,3,2]dioxaborolan-2-yl)-3,4-dihydro-2H-[1,8]naphthyridine-1-carboxylic acid amide 1,4-dioxane solution (2.0 mL, 0.24 mmol) which is synthesized according to the procedure for Step 3 of Example 16. Argon gas is bubbled through the solution for 5 min. Then PdCl2dppf (7.3 mg, 0.010 mmol) is added. The mixture is heated at 10...